Dataset: the Open Reaction Database (ORD), a public repository of structured organic reaction records. Task: describe an organic reaction: reactants, conditions, products, and yield The reactants are FC(C1=CC(=C(C=C1)CC1=CC=CC=C1)N1C=NC=C1)(F)F (1-[4-(trifluoromethyl)-α-phenyl-0-tolyl]imidazole), CC(=O)C.OS(=O)(=O)O.O=[Cr](=O)=O (Jones' reagent). Solvent: C(C)(=O)O (acetic acid). The product is C(C1=CC=CC=C1)(=O)C1=CC=CC=C1 (benzophenone). RXN SMILES: FC(F)(F)[C:3]1[CH:8]=[CH:7][C:6]([CH2:9][C:10]2[CH:15]=[CH:14][CH:13]=[CH:12][CH:11]=2)=[C:5](N2C=CN=C2)[CH:4]=1.CC(C)=[O:25].OS(O)(=O)=O.O=[Cr](=O)=O>C(O)(=O)C>[C:9]([C:10]1[CH:15]=[CH:14][CH:13]=[CH:12][CH:11]=1)(=[O:25])[C:6]1[CH:7]=[CH:8][CH:3]=[CH:4][CH:5]=1 |f:1.2.3|. Procedure: In the manner given in Example 24, 1-[4-(trifluoromethyl)-α-phenyl-0-tolyl]imidazole in acetic acid is heated with Jones' reagent to give 5-(trifluoromethyl)-2-imidazo-1-yl)benzophenone. The reactants are COc1ccc(C=O)nc1Br, O=C([O-])[O-], Cc1cc2c(cc1B(O)O)C(C)(C)CCC2(C)C, COCCOC, CCOC(C)=O, [K+], [K+], O, [Pd], c1ccc(P(c2ccccc2)c2ccccc2)cc1, c1ccc(P(c2ccccc2)c2ccccc2)cc1, c1ccc(P(c2ccccc2)c2ccccc2)cc1, c1ccc(P(c2ccccc2)c2ccccc2)cc1. The product is COc1ccc(C=O)nc1-c1cc2c(cc1C)C(C)(C)CCC2(C)C. As a reaction SMILES: [Br:1][c:2]1[c:3]([O:10][CH3:11])[cH:4][cH:5][c:6]([CH:8]=[O:9])[n:7]1.[C:30](=[O:31])([O-:32])[O-:33].[CH3:12][c:13]1[c:14]([B:27]([OH:28])[OH:29])[cH:15][c:16]2[c:21]([cH:22]1)[C:20]([CH3:23])([CH3:24])[CH2:19][CH2:18][C:17]2([CH3:25])[CH3:26].[CH3:36][O:37][CH2:38][CH2:39][O:40][CH3:41].[CH3:43][CH2:44][O:45][C:46](=[O:47])[CH3:48].[K+:34].[K+:35].[OH2:42].[Pd:49].[c:107]1([P:108]([c:109]2[cH:110][cH:111][cH:112][cH:113][cH:114]2)[c:115]2[cH:116][cH:117][cH:118][cH:119][cH:120]2)[cH:121][cH:122][cH:123][cH:124][cH:125]1.[c:50]1([P:51]([c:52]2[cH:53][cH:54][cH:55][cH:56][cH:57]2)[c:58]2[cH:59][cH:60][cH:61][cH:62][cH:63]2)[cH:64][cH:65][cH:66][cH:67][cH:68]1.[c:69]1([P:70]([c:71]2[cH:72][cH:73][cH:74][cH:75][cH:76]2)[c:77]2[cH:78][cH:79][cH:80][cH:81][cH:82]2)[cH:83][cH:84][cH:85][cH:86][cH:87]1.[c:88]1([P:89]([c:90]2[cH:91][cH:92][cH:93][cH:94][cH:95]2)[c:96]2[cH:97][cH:98][cH:99][cH:100][cH:101]2)[cH:102][cH:103][cH:104][cH:105][cH:106]1>>[c:2]1(-[c:14]2[c:13]([CH3:12])[cH:22][c:21]3[c:16]([cH:15]2)[C:17]([CH3:25])([CH3:26])[CH2:18][CH2:19][C:20]3([CH3:23])[CH3:24])[c:3]([O:10][CH3:11])[cH:4][cH:5][c:6]([CH:8]=[O:9])[n:7]1. Reactants: OC1=CC(=CC=2OC([C@H]3[C@@H](C21)CC(CC3)=O)(C)C)C(CCCCCC)(C)C (cis-1-hydroxy-3-(1,1-dimethylheptyl)-6,6-dimethyl-6,6a,7,8,10,10a-hexahydro-9H-dibenzo[b,d]-pyran-9-one), [Cl-].[Al+3].[Cl-].[Cl-] (aluminum chloride). Solvent: ClCCl (dichloromethane). The product is OC1=CC(=CC=2OC([C@H]3[C@H](C21)CC(CC3)=O)(C)C)C(CCCCCC)(C)C (trans-1-hydroxy-3-(1,1-dimethylheptyl)-6,6-dimethyl-6,6a,7,8,10,10a-hexahydro-9H-dibenzo[b,d]-pyran-9-one). As a reaction SMILES: [OH:1][C:2]1[C:11]2[C@H:10]3[CH2:12][C:13](=[O:16])[CH2:14][CH2:15][C@H:9]3[C:8]([CH3:18])([CH3:17])[O:7][C:6]=2[CH:5]=[C:4]([C:19]([CH3:27])([CH3:26])[CH2:20][CH2:21][CH2:22][CH2:23][CH2:24][CH3:25])[CH:3]=1.[Cl-].[Al+3].[Cl-].[Cl-]>ClCCl>[OH:1][C:2]1[C:11]2[C@@H:10]3[CH2:12][C:13](=[O:16])[CH2:14][CH2:15][C@H:9]3[C:8]([CH3:17])([CH3:18])[O:7][C:6]=2[CH:5]=[C:4]([C:19]([CH3:26])([CH3:27])[CH2:20][CH2:21][CH2:22][CH2:23][CH2:24][CH3:25])[CH:3]=1 |f:1.2.3.4|. Procedure: The process according to claim 1, said process comprising reacting dl-cis-1-hydroxy-3-(1,1-dimethylheptyl)-6,6-dimethyl-6,6a,7,8,10,10a-hexahydro-9H-dibenzo[b,d]-pyran-9-one with aluminum chloride in dichloromethane to form dl-trans-1-hydroxy-3-(1,1-dimethylheptyl)-6,6-dimethyl-6,6a,7,8,10,10a-hexahydro-9H-dibenzo[b,d]-pyran-9-one. The reactants are ClC(=CC(CC)NC(=O)C1=NN(C2=CC=CC=C12)CC1=C(C=CC=C1)F)Cl (1,1-dichloro-3-[1-(2-fluorobenzyl)indazole-3-carboxamido]-pent-1-ene), [OH-].[Na+] (NaOH), CN1C(CCC1)=O (N-methylpyrrolidone). Yields the product C(C)C1(C=NC(O1)C1=NN(C2=CC=CC=C12)CC1=C(C=CC=C1)F)CO (5-ethyl-2-[1-(2-fluorobenzyl)-indazol-3-yl]-5-hydroxymethyl-oxazole). Yield: 52.0%. As a reaction SMILES: Cl[C:2](Cl)=[CH:3][CH:4]([NH:7][C:8]([C:10]1[C:18]2[C:13](=[CH:14][CH:15]=[CH:16][CH:17]=2)[N:12]([CH2:19][C:20]2[CH:25]=[CH:24][CH:23]=[CH:22][C:21]=2[F:26])[N:11]=1)=[O:9])CC.[OH-:28].[Na+].CN1CC[CH2:33][C:32]1=O>>[CH2:32]([C:3]1([CH2:2][OH:28])[O:9][CH:8]([C:10]2[C:18]3[C:13](=[CH:14][CH:15]=[CH:16][CH:17]=3)[N:12]([CH2:19][C:20]3[CH:25]=[CH:24][CH:23]=[CH:22][C:21]=3[F:26])[N:11]=2)[N:7]=[CH:4]1)[CH3:33] |f:1.2|. Reported procedure: 1.05 g of 1,1-dichloro-3-[1-(2-fluorobenzyl)indazole-3-carboxamido]-pent-1-ene (2.58 mmol) and 5.20 ml of NaOH, 1N (5.20 mmol) were stirred in 15 ml of N-methylpyrrolidone at 50° C. under argon for 2 days. After cooling, the mixture was poured onto ice-water and extracted several times with ethyl acetate. The organic phase was dried (sodium sulphate) and concentrated (N-methylpyrrolidone stripped off under a high vacuum). The residue was purified by column chromatography (aluminium oxide, cycloh... The reactants are aqueous solution, Cl (hydrochloric acid), OC1=CC=C(C=CC(=O)O)C=C1 (4-hydroxycinnamic acid), N1=CC=CC=C1 (pyridine), C(C)(=O)Cl (acetyl chloride). Solvent: C1CCOC1 (THF). Run at time 7 hour. The product is C(C)(=O)OC1=CC=C(C=CC(=O)O)C=C1 (4-acetoxycinnamic acid). Isolated yield 63.4%. RXN SMILES: [OH:1][C:2]1[CH:12]=[CH:11][C:5]([CH:6]=[CH:7][C:8]([OH:10])=[O:9])=[CH:4][CH:3]=1.N1C=CC=CC=1.[C:19](Cl)(=[O:21])[CH3:20].Cl>C1COCC1>[C:19]([O:1][C:2]1[CH:3]=[CH:4][C:5]([CH:6]=[CH:7][C:8]([OH:10])=[O:9])=[CH:11][CH:12]=1)(=[O:21])[CH3:20]. Procedure: To a mixture of 16.5 g (0.101 mol) of 4-hydroxycinnamic acid and 200 ml of a THF solution of 24 ml (0.297 mol) of pyridine was dropwise added 20 ml (0.281 mol) of acetyl chloride over 1 hour at room temperature. After the resulting mixture was stirred at room temperature for 7 hours, the reaction system was poured into 300 ml of a 2N aqueous solution of hydrochloric acid. After extracting with ether and concentrating the organic phase, there was obtained 13.14 g (0.064 mol) of 4-acetoxycinnamic ...